From a dataset of the Open Reaction Database (ORD), a public repository of structured organic reaction records. describe an organic reaction: reactants, conditions, products, and yield Reactants: C(C1=CC=CC=C1)N1[C@@H]([C@H](CC(C1)=C)C(=O)OC(C)(C)C)C(=O)OCC1=CC=CC=C1 (2-benzyl 3-tert-butyl (2S,3S)-1-benzyl-5-methylenepiperidine-2,3-dicarboxylate), ClC(=O)OCC1=CC=CC=C1 (benzyl chloroformate). Run at temperature 65 celsius, time 28 hour. Product: desired compound, C=C1C[C@@H]([C@H](N(C1)C(=O)OCC1=CC=CC=C1)C(=O)OCC1=CC=CC=C1)C(=O)OC(C)(C)C (1,2-dibenzyl 3-tert-butyl (2S,3S)-5-methylenepiperidine-1,2,3-tricarboxylate). Reaction SMILES: C([N:8]1[CH2:13][C:12](=[CH2:14])[CH2:11][C@H:10]([C:15]([O:17][C:18]([CH3:21])([CH3:20])[CH3:19])=[O:16])[C@H:9]1[C:22]([O:24][CH2:25][C:26]1[CH:31]=[CH:30][CH:29]=[CH:28][CH:27]=1)=[O:23])C1C=CC=CC=1.Cl[C:33]([O:35][CH2:36][C:37]1[CH:42]=[CH:41][CH:40]=[CH:39][CH:38]=1)=[O:34]>>[CH2:14]=[C:12]1[CH2:13][N:8]([C:33]([O:35][CH2:36][C:37]2[CH:42]=[CH:41][CH:40]=[CH:39][CH:38]=2)=[O:34])[C@H:9]([C:22]([O:24][CH2:25][C:26]2[CH:27]=[CH:28][CH:29]=[CH:30][CH:31]=2)=[O:23])[C@@H:10]([C:15]([O:17][C:18]([CH3:21])([CH3:20])[CH3:19])=[O:16])[CH2:11]1. Procedure: A mixture of 2-benzyl 3-tert-butyl (2S,3S)-1-benzyl-5-methylenepiperidine-2,3-dicarboxylate from step 1d (2.3 g) and benzyl chloroformate (3 mL) was stirred at 65° C. for 28 h. The excess of the benzyl chloroformate was removed under reduced pressure. The residue was purified through Combiflash (hexane and ethyl acetate: gradient 0 to 10% during 12 min) to give the desired compound 1,2-dibenzyl 3-tert-butyl (2S,3S)-5-methylenepiperidine-1,2,3-tricarboxylate (1.40 g). MS (ESI): 488.1 (M+Na+); 366... Reactants: NC1=NC2=CC=C(C=C2C=C1[N+](=O)[O-])OC (2-amino-3-nitro-6-methoxyquinoline), NC1=NC2=CC=C(C=C2C=C1[N+](=O)[O-])OC (2-amino-3-nitro-6-methoxyquinoline). The reagents and catalysts are [Pd] (palladium on charcoal). Run in CO.O1CCCC1 (methanol tetrahydrofurane). Reaction conditions: time 0.5 hour. The product is NC1=NC2=CC=C(C=C2C=C1N)OC (2,3-Diamino-6-methoxyquinoline). Isolated yield 68.8%. Reaction SMILES: [NH2:1][C:2]1[C:11]([N+:12]([O-])=O)=[CH:10][C:9]2[C:4](=[CH:5][CH:6]=[C:7]([O:15][CH3:16])[CH:8]=2)[N:3]=1>[Pd].CO.O1CCCC1>[NH2:1][C:2]1[C:11]([NH2:12])=[CH:10][C:9]2[C:4](=[CH:5][CH:6]=[C:7]([O:15][CH3:16])[CH:8]=2)[N:3]=1 |f:2.3|. Procedure details: 10 mg of palladium on charcoal (10% Pd) are added to a solution of 0.64 g of 2-amino-3-nitro-6-methoxyquinoline (compound B3) in 40 ml of methanol/tetrahydrofurane 1:1. After hydration for 0.5 h, the catalyst is filtered off and the filtrate is concentrated in vacuo. 0.38 g of the title compound are obtained as light yellow solid. Reactants: O=[N+]([O-])c1ccc(Br)nc1, O=C1c2ccccc2C(=O)N1CCBr, O=C([O-])[O-], Oc1ccc(-c2ccccc2F)nc1, OB(O)c1ccccc1F, [K+], [K+], CN(C)C=O. The product is O=C1c2ccccc2C(=O)N1CCOc1ccc(-c2ccccc2F)nc1. As a reaction SMILES: [Br:15][c:16]1[cH:17][cH:18][c:19]([N+:20]([O-:21])=[O:22])[cH:23][n:24]1.[Br:41][CH2:42][CH2:43][N:44]1[C:45](=[O:54])[c:46]2[cH:47][cH:48][cH:49][cH:50][c:51]2[C:52]1=[O:53].[C:35](=[O:36])([O-:37])[O-:38].[F:1][c:2]1[c:3](-[c:8]2[cH:9][cH:10][c:11]([OH:14])[cH:12][n:13]2)[cH:4][cH:5][cH:6][cH:7]1.[F:25][c:26]1[cH:27][cH:28][cH:29][cH:30][c:31]1[B:32]([OH:33])[OH:34].[K+:39].[K+:40].[O:55]=[CH:56][N:57]([CH3:58])[CH3:59]>>[F:1][c:2]1[c:3](-[c:8]2[cH:9][cH:10][c:11]([O:14][CH2:42][CH2:43][N:44]3[C:45](=[O:54])[c:46]4[cH:47][cH:48][cH:49][cH:50][c:51]4[C:52]3=[O:53])[cH:12][n:13]2)[cH:4][cH:5][cH:6][cH:7]1. Reactants: O=C1CCC(=O)N1Br, O=C(O)c1ccccc1, O=C(O)c1ccccc1, ClC(Cl)(Cl)Cl, Cc1ccc(O)c(O)c1, CC(C)(C#N)N=NC(C)(C)C#N. Yields the product O=C(O)c1ccccc1, O=C(O)c1ccccc1, Oc1ccc(CBr)cc1O. As a reaction SMILES: [Br:40][N:41]1[C:42](=[O:43])[CH2:44][CH2:45][C:46]1=[O:47].[C:10]([c:11]1[cH:12][cH:13][cH:14][cH:15][cH:16]1)(=[O:17])[OH:18].[C:1]([c:2]1[cH:3][cH:4][cH:5][cH:6][cH:7]1)(=[O:8])[OH:9].[C:48]([Cl:49])([Cl:50])([Cl:51])[Cl:52].[CH3:19][c:20]1[cH:21][c:22]([OH:27])[c:23]([OH:26])[cH:24][cH:25]1.[N:28]([C:29]([CH3:30])([CH3:31])[C:32]#[N:33])=[N:34][C:35]([CH3:36])([CH3:37])[C:38]#[N:39]>>[C:10]([c:11]1[cH:12][cH:13][cH:14][cH:15][cH:16]1)(=[O:17])[OH:18].[C:1]([c:2]1[cH:3][cH:4][cH:5][cH:6][cH:7]1)(=[O:8])[OH:9].[CH2:19]([c:20]1[cH:21][c:22]([OH:27])[c:23]([OH:26])[cH:24][cH:25]1)[Br:40]. Reactants: O1C(NC2=C1C=CC=C2)=O (2-benzoxazolinone), ClC(C(=O)O)C (2-chloropropionic acid). Run in polyphosphoric acid. Product: ClC(C(=O)C1=CC2=C(NC(O2)=O)C=C1)C (6-(2-chloro-propionyl)-3H-benzoxazol-2-one). RXN SMILES: [O:1]1[C:5]2[CH:6]=[CH:7][CH:8]=[CH:9][C:4]=2[NH:3][C:2]1=[O:10].[Cl:11][CH:12]([CH3:16])[C:13](O)=[O:14]>>[Cl:11][CH:12]([CH3:16])[C:13]([C:7]1[CH:8]=[CH:9][C:4]2[NH:3][C:2](=[O:10])[O:1][C:5]=2[CH:6]=1)=[O:14]. Procedure: 81.1 g (600 mmol) 2-benzoxazolinone are dissolved at 80° C. in 720 g polyphosphoric acid. Then 66.1 ml (720 mmol) 2-chloropropionic acid are added dropwise and the mixture is heated for 3 h to 125° C., then the reaction mixture is poured onto ice water, the precipitated product is suction filtered, washed with water and dried at 98° C. in the circulating air dryer. The reactants are COC1=CC=C2C(=CC=NC2=C1)O (7-methoxyquinolin-4-ol), [N+](=O)(O)[O-] (Nitric acid). The solvent is C(CC)(=O)O (propionic acid). The product is COC1=CC=C2C(=C(C=NC2=C1)[N+](=O)[O-])O (7-methoxy-3-nitroquinolin-4-ol). The yield is 62.1%. As a reaction SMILES: [CH3:1][O:2][C:3]1[CH:12]=[C:11]2[C:6]([C:7]([OH:13])=[CH:8][CH:9]=[N:10]2)=[CH:5][CH:4]=1.[N+:14]([O-])([OH:16])=[O:15]>C(O)(=O)CC>[CH3:1][O:2][C:3]1[CH:12]=[C:11]2[C:6]([C:7]([OH:13])=[C:8]([N+:14]([O-:16])=[O:15])[CH:9]=[N:10]2)=[CH:5][CH:4]=1. Procedure details: A mixture of 7-methoxyquinolin-4-ol (5.0 g, 28.5 mmol) and propionic acid (50 mL) was heated to reflux. Nitric acid (3.2 mL of 70%, 50 mmol) was added dropwise over a period of 15 minutes. The reaction mixture was refluxed for 2 hrs and then allowed to cool to ambient temperature. The resulting precipitate was isolated by filtration, washed with cold ethanol followed by hexanes and then dried to provide 3.9 g of 7-methoxy-3-nitroquinolin-4-ol as a gray solid.